From a dataset of the Open Reaction Database (ORD), a public repository of structured organic reaction records. describe an organic reaction: reactants, conditions, products, and yield Reactants: NC=1C=CC(=C(C#N)C1)N1N=C(N=C1)C (5-amino-2-(3-methyl-1H-1,2,4-triazol-1-yl)benzonitrile), C(=S)(N1C(C=CC=C1)=O)N1C(C=CC=C1)=O (1,1′-thiocarbonyldipyridin-2(1H)-one), ( 3 ). Solvent: ClCCl (Dichloromethane). Reaction conditions: time 24 hour. Yields the product N(=C=S)C=1C=CC(=C(C#N)C1)N1N=C(N=C1)C (5-isothiocyanato-2-(3-methyl-1H-1,2,4-triazol-1-yl)benzonitrile). Yield: 48.0%. Reaction SMILES: [NH2:1][C:2]1[CH:3]=[CH:4][C:5]([N:10]2[CH:14]=[N:13][C:12]([CH3:15])=[N:11]2)=[C:6]([CH:9]=1)[C:7]#[N:8].[C:16](N1C=CC=CC1=O)(N1C=CC=CC1=O)=[S:17]>ClCCl>[N:1]([C:2]1[CH:3]=[CH:4][C:5]([N:10]2[CH:14]=[N:13][C:12]([CH3:15])=[N:11]2)=[C:6]([CH:9]=1)[C:7]#[N:8])=[C:16]=[S:17]. Reported procedure: Step G (3): Dichloromethane (100 mL) was added to a flask charged with 5-amino-2-(3-methyl-1H-1,2,4-triazol-1-yl)benzonitrile (6.59 g, 33.1 mmol) and 1,1′-thiocarbonyldipyridin-2(1H)-one (7.68 g, 33.1 mmol). The resulting mixture was stirred for 24 h at rt. The crude reaction mixture was concentrated and the crude products were purified using silica gel chromatography (0-5% EtOAc/chloroform) linear gradient to afford 5-isothiocyanato-2-(3-methyl-1H-1,2,4-triazol-1-yl)benzonitrile (5.19 g, 15.88 ... The reactants are Fc1cc(Br)cc(F)c1F, CCCCCC, CC=CB(O)O, [Cs+], [F-], C1COCCO1, O. Product: CC=Cc1cc(F)c(F)c(F)c1. RXN SMILES: [Br:9][c:10]1[cH:11][c:12]([F:18])[c:13]([F:17])[c:14]([F:16])[cH:15]1.[CH3:26][CH2:27][CH2:28][CH2:29][CH2:30][CH3:31].[CH:19](=[CH:20][CH3:21])[B:22]([OH:23])[OH:24].[Cs+:2].[F-:1].[O:3]1[CH2:4][CH2:5][O:6][CH2:7][CH2:8]1.[OH2:25]>>[c:10]1([CH:19]=[CH:20][CH3:21])[cH:11][c:12]([F:18])[c:13]([F:17])[c:14]([F:16])[cH:15]1.